Dataset: the Open Reaction Database (ORD), a public repository of structured organic reaction records. Task: describe an organic reaction: reactants, conditions, products, and yield Starting materials: 1, K2B4O7.4H2O, [BH3-]C#N.[Na+] (NaCNBH3), Cl (HCl), NC1=NNC2=NC=NC(=C21)NC2=CC(=CC=C2)Cl (3-amino-4-(3-chlorophenylamino)-1 H-pyrazolo[3,4-d]pyrimidine), N1N=NN=C1C1=CC=C(C=O)C=C1 (4-(tetrazol-5-yl)-benzaldehyde), [BH3-]C#N.[Na+] (NaCNBH3). Run in CN1CCN(C1=O)C.CO (DMEU methanol), C(C)(=O)O (acetic acid). Yields the product ClC=1C=C(C=CC1)NC1=C2C(=NC=N1)NN=C2NCC2=CC=C(C=C2)C2=NN=NN2 (4-(3chloro-phenylamino)-3-[4-(tetrazol-5-yl)-benzylamino]-1H-pyrazolo-[3,4-d]pyrimidine). Reaction SMILES: [NH2:1][C:2]1[C:10]2[C:5](=[N:6][CH:7]=[N:8][C:9]=2[NH:11][C:12]2[CH:17]=[CH:16][CH:15]=[C:14]([Cl:18])[CH:13]=2)[NH:4][N:3]=1.[NH:19]1[C:23]([C:24]2[CH:31]=[CH:30][C:27]([CH:28]=O)=[CH:26][CH:25]=2)=[N:22][N:21]=[N:20]1.[BH3-]C#N.[Na+].Cl>CN1C(=O)N(C)CC1.CO.C(O)(=O)C>[Cl:18][C:14]1[CH:13]=[C:12]([NH:11][C:9]2[N:8]=[CH:7][N:6]=[C:5]3[NH:4][N:3]=[C:2]([NH:1][CH2:28][C:27]4[CH:26]=[CH:25][C:24]([C:23]5[NH:19][N:20]=[N:21][N:22]=5)=[CH:31][CH:30]=4)[C:10]=23)[CH:17]=[CH:16][CH:15]=1 |f:2.3,5.6|. Reported procedure: Under a nitrogen atmosphere, 261 mg (1.00 mmol) of 3-amino-4-(3-chlorophenylamino)-1 H-pyrazolo[3,4-d]pyrimidine (see Step 1.6), 261 mg (1.5 mmol) of 4-(tetrazol-5-yl)-benzaldehyde and 180 mg of acetic acid are stirred in 39 ml of DMEU/methanol (1:2) at RT for 1 hour. Then 440 mg (7 mmol) of NaCNBH3 are added and the reaction mixture is heated to boiling. After 15 hours a further 440 mg of NaCNBH3 are added and the reaction mixture is again stirred at boiling temperature for 15 hours, then poure...